From a dataset of the Open Reaction Database (ORD), a public repository of structured organic reaction records. describe an organic reaction: reactants, conditions, products, and yield The reactants are CC(=O)Br, Oc1ccccn1, c1ccccc1. Product: CC(=O)Oc1ccccn1. As a reaction SMILES: [Br:1][C:2](=[O:3])[CH3:4].[OH:5][c:6]1[n:7][cH:8][cH:9][cH:10][cH:11]1.[cH:12]1[cH:13][cH:14][cH:15][cH:16][cH:17]1>>[C:2](=[O:3])([CH3:4])[O:5][c:6]1[n:7][cH:8][cH:9][cH:10][cH:11]1. Reactants: BrB(Br)Br, ClCCl, COc1ccc(-c2nnc(-c3ccc4[nH]nc(-c5ccc(F)cc5)c4c3)[nH]2)cc1. Product: Oc1ccc(-c2nnc(-c3ccc4[nH]nc(-c5ccc(F)cc5)c4c3)[nH]2)cc1. RXN SMILES: [B:30]([Br:31])([Br:32])[Br:33].[Cl:34][CH2:35][Cl:36].[F:1][c:2]1[cH:3][cH:4][c:5](-[c:8]2[n:9][nH:10][c:11]3[cH:12][cH:13][c:14](-[c:17]4[nH:18][c:19](-[c:22]5[cH:23][cH:24][c:25]([O:28][CH3:29])[cH:26][cH:27]5)[n:20][n:21]4)[cH:15][c:16]23)[cH:6][cH:7]1>>[F:1][c:2]1[cH:3][cH:4][c:5](-[c:8]2[n:9][nH:10][c:11]3[cH:12][cH:13][c:14](-[c:17]4[nH:18][c:19](-[c:22]5[cH:23][cH:24][c:25]([OH:28])[cH:26][cH:27]5)[n:20][n:21]4)[cH:15][c:16]23)[cH:6][cH:7]1. Reactants: CO, COCc1cn(Cc2ccc(F)cc2)c2cnc(C(=O)OC)cc12, [Li+], [OH-], O, O. Product: COCc1cn(Cc2ccc(F)cc2)c2cnc(C(=O)O)cc12. As a reaction SMILES: [CH3:29][OH:30].[F:1][c:2]1[cH:3][cH:4][c:5]([CH2:6][n:7]2[cH:8][c:9]([CH2:20][O:21][CH3:22])[c:10]3[c:11]2[cH:12][n:13][c:14]([C:16](=[O:17])[O:18][CH3:19])[cH:15]3)[cH:23][cH:24]1.[Li+:27].[OH-:26].[OH2:25].[OH2:28]>>[F:1][c:2]1[cH:3][cH:4][c:5]([CH2:6][n:7]2[cH:8][c:9]([CH2:20][O:21][CH3:22])[c:10]3[c:11]2[cH:12][n:13][c:14]([C:16](=[O:17])[OH:18])[cH:15]3)[cH:23][cH:24]1. The reactants are [Br-], OCCc1ccc(Br)cc1, C1CCOC1, CCCC[N+](CCCC)(CCCC)CCCC, CCOC(C)=O, [K+], [OH-], O, CCB(CC)c1cccnc1. Product: OCCc1ccc(-c2cccnc2)cc1. RXN SMILES: [Br-:25].[Br:12][c:13]1[cH:14][cH:15][c:16]([CH2:19][CH2:20][OH:21])[cH:17][cH:18]1.[CH2:43]1[O:44][CH2:45][CH2:46][CH2:47]1.[CH3:26][CH2:27][CH2:28][CH2:29][N+:30]([CH2:31][CH2:32][CH2:33][CH3:34])([CH2:35][CH2:36][CH2:37][CH3:38])[CH2:39][CH2:40][CH2:41][CH3:42].[CH3:48][CH2:49][O:50][C:51](=[O:52])[CH3:53].[K+:23].[OH-:22].[OH2:24].[n:1]1[cH:2][c:3]([B:7]([CH2:8][CH3:9])[CH2:10][CH3:11])[cH:4][cH:5][cH:6]1>>[n:1]1[cH:2][c:3](-[c:13]2[cH:14][cH:15][c:16]([CH2:19][CH2:20][OH:21])[cH:17][cH:18]2)[cH:4][cH:5][cH:6]1. The reactants are CO, Cl, [Mg], O=C1NC(=O)C(=Cc2ccc(-c3nc4cc(Cl)c(Cl)cc4[nH]3)cc2)S1, O. Product: O=C1NC(=O)C(Cc2ccc(-c3nc4cc(Cl)c(Cl)cc4[nH]3)cc2)S1. RXN SMILES: [CH3:29][OH:30].[ClH:28].[Mg:26].[O:1]=[C:2]1[S:3][C:4](=[CH:8][c:9]2[cH:10][cH:11][c:12](-[c:15]3[nH:16][c:17]4[c:18]([n:19]3)[cH:20][c:21]([Cl:25])[c:22]([Cl:24])[cH:23]4)[cH:13][cH:14]2)[C:5](=[O:7])[NH:6]1.[OH2:27]>>[O:1]=[C:2]1[S:3][CH:4]([CH2:8][c:9]2[cH:10][cH:11][c:12](-[c:15]3[n:16][c:17]4[c:18]([nH:19]3)[cH:20][c:21]([Cl:25])[c:22]([Cl:24])[cH:23]4)[cH:13][cH:14]2)[C:5](=[O:7])[NH:6]1. Starting materials: O=C(CBr)Nc1nc(-c2ccco2)c(C(=O)C2CCOCC2)s1, C1CCOC1, CNC, CCO, CCOCC, C1CN(C2CCOCC2)CCN1. The product is O=C(CN1CCN(C2CCOCC2)CC1)Nc1nc(-c2ccco2)c(C(=O)C2CCOCC2)s1. Reaction SMILES: [Br:19][CH2:20][C:21](=[O:22])[NH:23][c:24]1[s:25][c:26]([C:34](=[O:35])[CH:36]2[CH2:37][CH2:38][O:39][CH2:40][CH2:41]2)[c:27](-[c:29]2[o:30][cH:31][cH:32][cH:33]2)[n:28]1.[CH2:42]1[O:43][CH2:44][CH2:45][CH2:46]1.[CH3:13][NH:14][CH3:15].[CH3:16][CH2:17][OH:18].[CH3:47][CH2:48][O:49][CH2:50][CH3:51].[O:1]1[CH2:2][CH2:3][CH:4]([N:7]2[CH2:8][CH2:9][NH:10][CH2:11][CH2:12]2)[CH2:5][CH2:6]1>>[O:1]1[CH2:2][CH2:3][CH:4]([N:7]2[CH2:8][CH2:9][N:10]([CH2:20][C:21](=[O:22])[NH:23][c:24]3[s:25][c:26]([C:34](=[O:35])[CH:36]4[CH2:37][CH2:38][O:39][CH2:40][CH2:41]4)[c:27](-[c:29]4[o:30][cH:31][cH:32][cH:33]4)[n:28]3)[CH2:11][CH2:12]2)[CH2:5][CH2:6]1. The reactants are O=C1CCC(=O)N1Br, CC#N, C=Cc1cncc(N2CC3CN(C(=O)OC(C)(C)C)CC32)c1. Yields the product C=Cc1cc(N2CC3CN(C(=O)OC(C)(C)C)CC32)cnc1Br. RXN SMILES: [Br:23][N:24]1[C:25](=[O:26])[CH2:27][CH2:28][C:29]1=[O:30].[CH3:31][C:32]#[N:33].[CH:1](=[CH2:2])[c:3]1[cH:4][c:5]([N:9]2[CH:10]3[CH2:11][N:12]([C:16](=[O:17])[O:18][C:19]([CH3:20])([CH3:21])[CH3:22])[CH2:13][CH:14]3[CH2:15]2)[cH:6][n:7][cH:8]1>>[CH:1](=[CH2:2])[c:3]1[cH:4][c:5]([N:9]2[CH:10]3[CH2:11][N:12]([C:16](=[O:17])[O:18][C:19]([CH3:20])([CH3:21])[CH3:22])[CH2:13][CH:14]3[CH2:15]2)[cH:6][n:7][c:8]1[Br:23]. The reactants are C(C)(C)(C)N1CCOCC=2C(=C3N(CCC=4C=C(C(=CC34)OC(C)C)OC)C2C1=O)Br (9-tert-butyl-3-methoxy-2-isopropoxy-14-bromo-5,6,10,11-tetrahydro-9H-[1,4]oxazocino[7′,6′:4,5]pyrrolo[2,1-a]isoquinolin-8(13H)-one), C(=O)([O-])[O-].[K+].[K+] (K2CO3), N1=CC(=CC=C1)B(O)O (3-pyridylboronic acid), [OH-].[Na+] (NaOH). Reagents/catalysts: C=1C=CC(=CC1)[P](C=2C=CC=CC2)(C=3C=CC=CC3)[Pd]([P](C=4C=CC=CC4)(C=5C=CC=CC5)C=6C=CC=CC6)([P](C=7C=CC=CC7)(C=8C=CC=CC8)C=9C=CC=CC9)[P](C=1C=CC=CC1)(C=1C=CC=CC1)C=1C=CC=CC1 (Pd(PPh3)4). Solvent: C(OC)COC (dimethoxyethane), C(C)OCC (diethyl ether). The product is C(C)(C)(C)N1CCOCC=2C(=C3N(CCC=4C=C(C(=CC34)OC(C)C)OC)C2C1=O)C=1C=NC=CC1 (9-tert-butyl-3-methoxy-2-isopropoxy-14-pyridin-3-yl-5,6,10,11-tetrahydro-9H-[1,4]oxazocino[7′,6′:4,5]pyrrolo[2,1-a]isoquinolin-8(13H)-one). The yield is 56.2%. RXN SMILES: [C:1]([N:5]1[C:29](=[O:30])[C:28]2[N:13]3[CH2:14][CH2:15][C:16]4[CH:17]=[C:18]([O:26][CH3:27])[C:19]([O:22][CH:23]([CH3:25])[CH3:24])=[CH:20][C:21]=4[C:12]3=[C:11](Br)[C:10]=2[CH2:9][O:8][CH2:7][CH2:6]1)([CH3:4])([CH3:3])[CH3:2].C([O-])([O-])=O.[K+].[K+].[N:38]1[CH:43]=[CH:42][CH:41]=[C:40](B(O)O)[CH:39]=1.[OH-].[Na+]>C1C=CC([P]([Pd]([P](C2C=CC=CC=2)(C2C=CC=CC=2)C2C=CC=CC=2)([P](C2C=CC=CC=2)(C2C=CC=CC=2)C2C=CC=CC=2)[P](C2C=CC=CC=2)(C2C=CC=CC=2)C2C=CC=CC=2)(C2C=CC=CC=2)C2C=CC=CC=2)=CC=1.C(OCC)C.C(COC)OC>[C:1]([N:5]1[C:29](=[O:30])[C:28]2[N:13]3[CH2:14][CH2:15][C:16]4[CH:17]=[C:18]([O:26][CH3:27])[C:19]([O:22][CH:23]([CH3:25])[CH3:24])=[CH:20][C:21]=4[C:12]3=[C:11]([C:40]3[CH:39]=[N:38][CH:43]=[CH:42][CH:41]=3)[C:10]=2[CH2:9][O:8][CH2:7][CH2:6]1)([CH3:4])([CH3:3])[CH3:2] |f:1.2.3,5.6,^1:52,54,73,92|. Procedure details: A solution of 50 mg of 18d, 60 mg of K2CO3, 20 mg of 3-pyridylboronic acid and 15 mg of Pd(PPh3)4 in 2.5 ml of degassed 90% aq. dimethoxyethane was heated at 95° C. under N2 for 16 hr. The reaction mixture was cooled and poured into 1N NaOH. The product was extracted with ethyl acetate. The organic extract was washed twice with water, dried, concentrated and the residue was chromatographed over silica gel, using a gradient of heptane/acetone as eluent. The product thus isolated was treated with ...